Dataset: the Open Reaction Database (ORD), a public repository of structured organic reaction records. Task: describe an organic reaction: reactants, conditions, products, and yield Starting materials: ClC1=C(C=C(C=C1)[C@@H]1N(CC[C@H](C1)C1=CC(NO1)=O)C(=O)OC)F (Trans-methyl 2-(4-chloro-3-fluorophenyl)-4-(3-oxo-2,3-dihydroisoxazol-5-yl)piperidine-1-carboxylate), Br (hydrogen bromide). Reaction conditions: time 5 hour. Product: ClC1=C(C=C(C=C1)[C@@H]1NCC[C@H](C1)C1=CC(NO1)=O)F (5-(trans-2-(4-chloro-3-fluorophenyl)piperidin-4-yl)isoxazol-3(2H)-one). The yield is 55.4%. Reaction SMILES: [Cl:1][C:2]1[CH:7]=[CH:6][C:5]([C@H:8]2[CH2:13][C@H:12]([C:14]3[O:18][NH:17][C:16](=[O:19])[CH:15]=3)[CH2:11][CH2:10][N:9]2C(OC)=O)=[CH:4][C:3]=1[F:24].Br>>[Cl:1][C:2]1[CH:7]=[CH:6][C:5]([C@H:8]2[CH2:13][C@H:12]([C:14]3[O:18][NH:17][C:16](=[O:19])[CH:15]=3)[CH2:11][CH2:10][NH:9]2)=[CH:4][C:3]=1[F:24]. Procedure details: Trans-methyl 2-(4-chloro-3-fluorophenyl)-4-(3-oxo-2,3-dihydroisoxazol-5-yl)piperidine-1-carboxylate (49 mg, 0.14 mmol) was dissolved in hydrogen bromide (33% in AcOH, 2 mL, 11.42 mmol) and stirred at room temperature for 5 h. The reaction was heated to 50° C. for 3 h. The reaction mixture was evaporated in vacuo and the residue purified by preparative HPLC (Instrument: FractionLynx II, Mobilphase: gradient 5-95% MeCN in 0.2% NH3, pH 10, Column: Xbridge Prep C18 5 μm OBD 19*150 mm) to yield 5-(tr...